This data is from the Open Reaction Database (ORD), a public repository of structured organic reaction records. The task is: describe an organic reaction: reactants, conditions, products, and yield Reactants: C(C)[C@]12C(CC=C2C2=C(CC1)C=1C=CC(=CC1CC2)OC(C)=O)=O (13β-ethyl-3-acetoxygona-1,3,5(10),8,14-pentaen-17-one), C (charcoal). Run in C1=CC=CC=C1 (benzene). Product: C(C)[C@]12C(CC[C@H]2C2=C(CC1)C=1C=CC(=CC1CC2)OC(C)=O)=O (13β-Ethyl-3-acetoxygona-1,3,5(10),8-tetraen-17-one). RXN SMILES: [CH2:1]([C@:3]12[CH2:11][CH2:10][C:9]3[C:12]4[CH:13]=[CH:14][C:15]([O:20][C:21](=[O:23])[CH3:22])=[CH:16][C:17]=4[CH2:18][CH2:19][C:8]=3[C:7]1=[CH:6][CH2:5][C:4]2=[O:24])[CH3:2].C>C1C=CC=CC=1>[CH2:1]([C@:3]12[CH2:11][CH2:10][C:9]3[C:12]4[CH:13]=[CH:14][C:15]([O:20][C:21](=[O:23])[CH3:22])=[CH:16][C:17]=4[CH2:18][CH2:19][C:8]=3[C@@H:7]1[CH2:6][CH2:5][C:4]2=[O:24])[CH3:2]. Procedure: Hydrogenate 13β-ethyl-3-acetoxygona-1,3,5(10),8,14-pentaen-17-one (1.8 g.) dissolved in benzene (25 ml.) at atmospheric pressure in the presence of 10% palladized charcoal (100 mg.). After 1.1 molar equivalents of hydrogen has been absorbed (ca. 12 hr.) filter off the catalyst, evaporate the filtrate under reduced pressure and recrystallize the residue from ethanol. Filter the red product through `Florisil` (60 g.) with benzene-petroleum (3:1), remove the solvent and recrystallize the product fr... Reaction conditions: time 3 hour. Solvent: CCO (EtOH), O (H2O). Procedure: (Scheme 2, Compound F) To a solution of 2-(4-butoxy-phenyl)-butyric acid methyl ester (2.0 g, 8.0 mmol) in EtOH (30 mL) was added NaOH (10 N, 6 mL, 60 mmol). The resulting mixture was stirred at rt for 3 hours, diluted with H2O (30 mL), acidified to pH˜1.0 using HCl (6N). The precipitates were filtered off by filter paper, washed by H2O and hexanes. This compound was obtained as a white solid. (1.4 g, 5.9 mmol, 74% yield). 1H NMR (DMSO-d6) δ 12.20 (br. s, 1H), 7.16 (d, 2H, J=7.0 Hz), 6.87 (d, 2H... Reactants: Cl (HCl), Compound F, COC(C(CC)C1=CC=C(C=C1)OCCCC)=O (2-(4-butoxy-phenyl)-butyric acid methyl ester), [OH-].[Na+] (NaOH). Yields the product C(CCC)OC1=CC=C(C=C1)C(C(=O)O)CC (2-(4-Butoxy-phenyl)-butyric acid). Yield: 74.0%. As a reaction SMILES: C[O:2][C:3](=[O:18])[CH:4]([C:7]1[CH:12]=[CH:11][C:10]([O:13][CH2:14][CH2:15][CH2:16][CH3:17])=[CH:9][CH:8]=1)[CH2:5][CH3:6].[OH-].[Na+].Cl>CCO.O>[CH2:14]([O:13][C:10]1[CH:9]=[CH:8][C:7]([CH:4]([CH2:5][CH3:6])[C:3]([OH:18])=[O:2])=[CH:12][CH:11]=1)[CH2:15][CH2:16][CH3:17] |f:1.2|.